This data is from the Open Reaction Database (ORD), a public repository of structured organic reaction records. The task is: describe an organic reaction: reactants, conditions, products, and yield Reactants: O=C([O-])[O-], CN(C)C=O, CCOC(C)=O, N#Cc1nc(Cl)cnc1Cl, Cl, [K+], [K+], O, Sc1ccccc1. Product: N#Cc1nc(Cl)cnc1Sc1ccccc1. Reaction SMILES: [C:18](=[O:19])([O-:20])[O-:21].[CH3:25][N:26]([CH3:27])[CH:28]=[O:29].[CH3:31][CH2:32][O:33][C:34](=[O:35])[CH3:36].[Cl:1][c:2]1[c:3]([C:9]#[N:10])[n:4][c:5]([Cl:8])[cH:6][n:7]1.[ClH:24].[K+:22].[K+:23].[OH2:30].[SH:11][c:12]1[cH:13][cH:14][cH:15][cH:16][cH:17]1>>[c:2]1([S:11][c:12]2[cH:13][cH:14][cH:15][cH:16][cH:17]2)[c:3]([C:9]#[N:10])[n:4][c:5]([Cl:8])[cH:6][n:7]1.